From a dataset of the Open Reaction Database (ORD), a public repository of structured organic reaction records. describe an organic reaction: reactants, conditions, products, and yield The reactants are Cl (hydrochloric acid), [H-].[Na+] (sodium hydride), C(C)(C)N1C(NC(C2CCC(=CC12)C)=O)=O (1-isopropyl-7-methyl-4a,5,6,8a-tetrahydro-2,4-(1H)-quinazolindione), solution, FC1=CC=C(C=C1)[Mg]Br (4-fluorophenyl magnesium bromide). Run in O1CCCC1 (tetrahydrofurane). Conditions: time 45 minute. Product: C(C)(C)N1C(N=C(C2CCC(=CC12)C)C1=CC=C(C=C1)F)=O (1-Isopropyl-4-(4-fluorophenyl)-7-methyl-4a,5,6,8a-tetrahydro-2(1H)-quinazolinone). As a reaction SMILES: [H-].[Na+].[CH:3]([N:6]1[CH:15]2[CH:10]([CH2:11][CH2:12][C:13]([CH3:16])=[CH:14]2)[C:9](=O)[NH:8][C:7]1=[O:18])([CH3:5])[CH3:4].[F:19][C:20]1[CH:25]=[CH:24][C:23]([Mg]Br)=[CH:22][CH:21]=1.Cl>O1CCCC1>[CH:3]([N:6]1[CH:15]2[CH:10]([CH2:11][CH2:12][C:13]([CH3:16])=[CH:14]2)[C:9]([C:23]2[CH:24]=[CH:25][C:20]([F:19])=[CH:21][CH:22]=2)=[N:8][C:7]1=[O:18])([CH3:5])[CH3:4] |f:0.1|. Procedure details: To a stirred suspension of 2.37 g sodium hydride in 45 ml tetrahydrofurane are added portionwise at room temperature 13.32 g 1-isopropyl-7-methyl-4a,5,6,8a-tetrahydro-2,4-(1H)-quinazolindione and the mixture stirred for 45 minutes. 39 ml of a 2N solution of 4-fluorophenyl magnesium bromide in tetrahydrufurane are then added dropwise within 2 hours at an internal temperature of 40° and the resulting suspension stirred at 40° for 15 hours. 23 ml 15% hydrochloric acid are then added under ice cooli... Reactants: ClC1=NC=C(C=C1C(=O)N[C@@H](C)C1=CC=C(C(=O)OC)C=C1)Cl (Methyl 4-((1S)-1-{[(2,5-dichloropyridin-3-yl)carbonyl]amino}ethyl)benzoate), C1(=CC=CC=C1)O (phenol). RXN SMILES: Cl[C:2]1[C:7]([C:8]([NH:10][C@H:11]([C:13]2[CH:22]=[CH:21][C:16]([C:17]([O:19][CH3:20])=[O:18])=[CH:15][CH:14]=2)[CH3:12])=[O:9])=[CH:6][C:5]([Cl:23])=[CH:4][N:3]=1.[C:24]1([OH:30])[CH:29]=[CH:28][CH:27]=[CH:26][CH:25]=1>>[Cl:23][C:5]1[CH:6]=[C:7]([C:8]([NH:10][C@H:11]([C:13]2[CH:22]=[CH:21][C:16]([C:17]([O:19][CH3:20])=[O:18])=[CH:15][CH:14]=2)[CH3:12])=[O:9])[C:2]([O:30][C:24]2[CH:29]=[CH:28][CH:27]=[CH:26][CH:25]=2)=[N:3][CH:4]=1. Product: ClC=1C=C(C(=NC1)OC1=CC=CC=C1)C(=O)N[C@@H](C)C1=CC=C(C(=O)OC)C=C1 (Methyl 4-((1S)-1-{[(5-chloro-2-phenoxypyridin-3-yl)carbonyl]amino}ethyl)benzoate). Procedure: The title compound was prepared according to the procedure described in step 2 of Example 45 from methyl 4-((1S)-1-{[(2,5-dichloropyridin-3-yl)carbonyl]amino}ethyl)benzoate (step 1 of Example 48) and phenol: 1H-NMR (CDCl3) δ 8.54 (1H, d, J=2.8 Hz), 8.21 (1H, d, J=7.3 Hz), 8.13 (1H, d, J=2.6 Hz), 8.00 (2H, dd, J=6.6, 1.8 Hz), 7.50–7.41 (4H, m), 7.34–7.29 (1H, m), 7.20–7.15 (2H, m), 5.42–5.33 (1H, m), 3.89 (3H, s), 1.61 (3H, d, J=7.0 Hz); MS (ESI) m/z 411 (M+H)+, 409 (M−H)−. Starting materials: BrCC=CCN1C(C=2C(C1=O)=CC=CC2)=O (N-(4-bromo-2-butenyl)phthalimide), C1(=CC=CC=C1)C(N1CCNCC1)C1=CC=CC=C1 (1-diphenylmethylpiperazine), C([O-])([O-])=O.[K+].[K+] (potassium carbonate), [I-].[Na+] (sodium iodide). The solvent is CN(C=O)C (dimethylformamide). Conditions: time 20 hour. Yields the product C1(=CC=CC=C1)C(N1CCN(CC1)CC=CCN1C(C=2C(C1=O)=CC=CC2)=O)C2=CC=CC=C2 (N-[4-(4-diphenylmethyl-1-piperazinyl)-2-butenyl]phthalimide). Yield: 50.9%. Reaction SMILES: Br[CH2:2][CH:3]=[CH:4][CH2:5][N:6]1[C:10](=[O:11])[C:9]2=[CH:12][CH:13]=[CH:14][CH:15]=[C:8]2[C:7]1=[O:16].[C:17]1([CH:23]([C:30]2[CH:35]=[CH:34][CH:33]=[CH:32][CH:31]=2)[N:24]2[CH2:29][CH2:28][NH:27][CH2:26][CH2:25]2)[CH:22]=[CH:21][CH:20]=[CH:19][CH:18]=1.C(=O)([O-])[O-].[K+].[K+].[I-].[Na+]>CN(C)C=O>[C:30]1([CH:23]([C:17]2[CH:22]=[CH:21][CH:20]=[CH:19][CH:18]=2)[N:24]2[CH2:25][CH2:26][N:27]([CH2:2][CH:3]=[CH:4][CH2:5][N:6]3[C:10](=[O:11])[C:9]4=[CH:12][CH:13]=[CH:14][CH:15]=[C:8]4[C:7]3=[O:16])[CH2:28][CH2:29]2)[CH:31]=[CH:32][CH:33]=[CH:34][CH:35]=1 |f:2.3.4,5.6|. Procedure details: A mixture of 5.0 g of N-(4-bromo-2-butenyl)phthalimide [cf. Chem. Ber., 93, 2282 (1960)], 5.0 g of 1-diphenylmethylpiperazine, 3.0 g of potassium carbonate, 3.0 g of sodium iodide, and 100 ml of dimethylformamide is stirred at room temperature for 20 hours. After removal of the dimethylformamide by distillation under reduced pressure below 50° C., 50 ml of water is added, and the aqueous mixture is extracted with three 50-ml portions of chloroform. The combined extracts are washed with water, dr... Starting materials: [Si](C)(C)(C(C)(C)C)O[C@@H]1C[C@H](N(C1)S(=O)(=O)C1=CC=C(C=C1)C(F)(F)F)C1CC1 ((2S,4R)-4-(tert-butyldimethylsilyloxy)-2-cyclopropyl-1-(4-(trifluoromethyl)phenylsulfonyl)pyrrolidine), C(C)[C@@H]1CC(CN1S(=O)(=O)C1=CC=C(C=C1)C(F)(F)F)=O ((R)-5-ethyl-1-(4-(trifluoromethyl)phenylsulfonyl)pyrrolidin-3-one). The product is C1(CC1)[C@@H]1CC(CN1S(=O)(=O)C1=CC=C(C=C1)C(F)(F)F)=O ((S)-5-cyclopropyl-1-(4-(trifluoromethyl)phenylsulfonyl)pyrrolidin-3-one). RXN SMILES: [Si]([O:8][C@H:9]1[CH2:13][N:12]([S:14]([C:17]2[CH:22]=[CH:21][C:20]([C:23]([F:26])([F:25])[F:24])=[CH:19][CH:18]=2)(=[O:16])=[O:15])[C@H:11]([CH:27]2[CH2:29][CH2:28]2)[CH2:10]1)(C(C)(C)C)(C)C.C([C@H]1N(S(C2C=CC(C(F)(F)F)=CC=2)(=O)=O)CC(=O)C1)C>>[CH:27]1([C@H:11]2[N:12]([S:14]([C:17]3[CH:22]=[CH:21][C:20]([C:23]([F:25])([F:24])[F:26])=[CH:19][CH:18]=3)(=[O:16])=[O:15])[CH2:13][C:9](=[O:8])[CH2:10]2)[CH2:28][CH2:29]1. Reported procedure: Compound (11) was prepared from compound (10) in an identical manner to that used for the preparation of compound (8). MS m/z 334.1 (M+H)+; retention time=7.216 min.; method [7]. Procedure: 3.4 g of the indoline and 3.2 g of the 3-methoxy-5-nitrosalicylaldehyde obtained in Example 2 were reacted in the same manner as in Example 2 to obtain 4.3 g of intended 5',7'-dimethoxy-1',3',3'-trimethyl-6-nitro-8-methoxyspiro[2H-1-benzothiopyran-2,2'-indoline] (yield 69%, melting point 131° C.). Reactants: COC=1C=C2C(C(N(C2=C(C1)OC)C)=C)(C)C (5,7-dimethoxy-1,3,3-trimethyl-2-methyleneindoline), COC=1C=C2C(C3(N(C2=CC1)CCCCCC)SC1=C(C=C3)C=C(C=C1OC)[N+](=O)[O-])(C)C (5'-methoxy-1'-n-hexyl-3',3'-dimethyl-6-nitro-8-methoxyspiro[2H-1-benzothiopyran-2,2'-indoline]). As a reaction SMILES: [CH3:1][O:2][C:3]1[CH:4]=[C:5]2[C:9](=[C:10]([O:12][CH3:13])[CH:11]=1)[N:8]([CH3:14])[C:7](=[CH2:15])[C:6]2([CH3:17])[CH3:16].COC1C=C2C(=CC=1)N(CCCCCC)C1(C=[CH:38][C:37]3[CH:40]=[C:41]([N+:46]([O-:48])=[O:47])[CH:42]=[C:43]([O:44][CH3:45])[C:36]=3[S:35]1)C2(C)C>>[CH3:1][O:2][C:3]1[CH:4]=[C:5]2[C:9](=[C:10]([O:12][CH3:13])[CH:11]=1)[N:8]([CH3:14])[C:7]1([CH:15]=[CH:38][C:37]3[CH:40]=[C:41]([N+:46]([O-:48])=[O:47])[CH:42]=[C:43]([O:44][CH3:45])[C:36]=3[S:35]1)[C:6]2([CH3:17])[CH3:16]. Yields the product COC=1C=C2C(C3(N(C2=C(C1)OC)C)SC1=C(C=C3)C=C(C=C1OC)[N+](=O)[O-])(C)C (5',7'-dimethoxy-1',3',3'-trimethyl-6-nitro-8-methoxyspiro[2H-1-benzothiopyran-2,2'-indoline]). The yield is 147.0%. Yield: 53.6%. Yields the product NC1=CC(=C(C(=O)NCC2CN(CCO2)CC2=CC=C(C=C2)F)C=C1Cl)OCC (4-amino-5-chloro-2-ethoxy-N-[[4-(4-fluorobenzyl)-2-morpholinyl]methyl]benzamide). Reported procedure: Stannous chloride dihydrate (5.4 g) is added to a stirred mixture of 5-chloro-2-ethoxy-N-[[4-(4-fluorobenzyl)-2-morpholinyl]methyl]-4-nitrobenzamide (2.2 g), ethanol (30 ml), and ethyl acetate (30 ml). The reaction mixture is stirred at 70° C. for 2 hours and concentrated. The residue is basified with aqueous potassium carbonate solution and extracted with ethyl acetate. The organic layer is washed successively with water and saturated aqueous sodium chloride solution, dried over magnesium sulfa... Starting materials: Stannous chloride dihydrate, ClC=1C(=CC(=C(C(=O)NCC2CN(CCO2)CC2=CC=C(C=C2)F)C1)OCC)[N+](=O)[O-] (5-chloro-2-ethoxy-N-[[4-(4-fluorobenzyl)-2-morpholinyl]methyl]-4-nitrobenzamide), C(C)O (ethanol). Reaction SMILES: [Cl:1][C:2]1[C:3]([N+:29]([O-])=O)=[CH:4][C:5]([O:26][CH2:27][CH3:28])=[C:6]([CH:25]=1)[C:7]([NH:9][CH2:10][CH:11]1[O:16][CH2:15][CH2:14][N:13]([CH2:17][C:18]2[CH:23]=[CH:22][C:21]([F:24])=[CH:20][CH:19]=2)[CH2:12]1)=[O:8].C(O)C>C(OCC)(=O)C>[NH2:29][C:3]1[C:2]([Cl:1])=[CH:25][C:6]([C:7]([NH:9][CH2:10][CH:11]2[O:16][CH2:15][CH2:14][N:13]([CH2:17][C:18]3[CH:19]=[CH:20][C:21]([F:24])=[CH:22][CH:23]=3)[CH2:12]2)=[O:8])=[C:5]([O:26][CH2:27][CH3:28])[CH:4]=1. Run in C(C)(=O)OCC (ethyl acetate). Run at temperature 70 celsius, time 2 hour. Reactants: C(C)(C)(C)C=1NC(=C(N1)C1=C(C=C(C=C1)F)[N+](=O)[O-])C=1C(=NC=CC1)F (3-[2-tert-butyl-4-(4-fluoro-2-nitrophenyl)-1H-imidazol-5-yl]-2-fluoropyridine), S(=O)([O-])S(=O)[O-].[Na+].[Na+] (sodium dithionite), [OH-].[NH4+] (ammonium hydroxide). Solvent: O1CCOCC1 (1,4-dioxane), O (water). Run at temperature 25 celsius, time 4 hour. Product: C(C)(C)(C)C=1NC(=C(N1)C1=C(C=C(C=C1)F)N)C=1C(=NC=CC1)F (3-[2-tert-butyl-4-(4-fluoro-2-aminophenyl)-1H-imidazol-5-yl]-2-fluoropyridine). Isolated yield 82.9%. Reaction SMILES: [C:1]([C:5]1[NH:6][C:7]([C:20]2[C:21]([F:26])=[N:22][CH:23]=[CH:24][CH:25]=2)=[C:8]([C:10]2[CH:15]=[CH:14][C:13]([F:16])=[CH:12][C:11]=2[N+:17]([O-])=O)[N:9]=1)([CH3:4])([CH3:3])[CH3:2].S(S([O-])=O)([O-])=O.[Na+].[Na+].[OH-].[NH4+]>O1CCOCC1.O>[C:1]([C:5]1[NH:6][C:7]([C:20]2[C:21]([F:26])=[N:22][CH:23]=[CH:24][CH:25]=2)=[C:8]([C:10]2[CH:15]=[CH:14][C:13]([F:16])=[CH:12][C:11]=2[NH2:17])[N:9]=1)([CH3:4])([CH3:2])[CH3:3] |f:1.2.3,4.5|. Procedure details: To a solution of 3-[2-tert-butyl-4-(4-fluoro-2-nitrophenyl)-1H-imidazol-5-yl]-2-fluoropyridine (0.13 g, 0.36 mmol) in 1,4-dioxane (4 mL) was added a solution of sodium dithionite (0.5 g, 0.003 mol) and ammonium hydroxide (0.5 mL, 0.004 mol) in water (4 mL). The reaction was stirred at 25° C. for 4 h and was then extracted with EtOAc. The combined extracts were washed with water 2×, dried over MgSO4 and concentrated in vacuo to give 0.098 g of the desired product. 1H NMR (500 MHz, CD3OD): δ 8.28-... The reactants are CC1=NN(C)C(C(=O)O)C1, CN(C)C=O, CCN(C(C)C)C(C)C, Cc1ccc(Oc2ccc3nc(NC(=O)C4CC4)cn3n2)cc1N. Product: CC1=NN(C)C(C(=O)Nc2cc(Oc3ccc4nc(NC(=O)C5CC5)cn4n3)ccc2C)C1. Reaction SMILES: [CH3:1][N:2]1[N:3]=[C:4]([CH3:10])[CH2:5][CH:6]1[C:7](=[O:8])[OH:9].[CH3:44][N:45]([CH3:46])[CH:47]=[O:48].[CH:35]([N:36]([CH2:37][CH3:38])[CH:39]([CH3:40])[CH3:41])([CH3:42])[CH3:43].[NH2:11][c:12]1[cH:13][c:14]([O:15][c:16]2[cH:17][cH:18][c:19]3[n:20]([n:21]2)[cH:22][c:23]([NH:25][C:26](=[O:27])[CH:28]2[CH2:29][CH2:30]2)[n:24]3)[cH:31][cH:32][c:33]1[CH3:34]>>[CH3:1][N:2]1[N:3]=[C:4]([CH3:10])[CH2:5][CH:6]1[C:7](=[O:9])[NH:11][c:12]1[cH:13][c:14]([O:15][c:16]2[cH:17][cH:18][c:19]3[n:20]([n:21]2)[cH:22][c:23]([NH:25][C:26](=[O:27])[CH:28]2[CH2:29][CH2:30]2)[n:24]3)[cH:31][cH:32][c:33]1[CH3:34]. Starting materials: C[Si](C1=C2C(=NC=C1CCC=O)OCC2)(C)C (3-[4-(trimethylsilyl)-2,3-dihydrofuro[2,3-b]pyridin-5-yl]propanal). The reagents and catalysts are CCCC[N+](CCCC)(CCCC)CCCC.C1=CC=C(C=C1)[Si-](C2=CC=CC=C2)(C3=CC=CC=C3)(F)F (tetrabutylammonium difluorotriphenylsilicate). The solvent is [Cl-].[NH4+] (ammonium chloride), COCCOC (1,2-dimethoxyethane), COCCOC (1,2-dimethoxyethane). Product: C1COC2=NC=C3C(=C21)C(CC3)O (1,6,7,8-tetrahydro-2H-cyclopenta[d]furo[2,3-b]pyridin-8-ol). Isolated yield 70.9%. RXN SMILES: C[Si](C)(C)[C:3]1[C:8]([CH2:9][CH2:10][CH:11]=[O:12])=[CH:7][N:6]=[C:5]2[O:13][CH2:14][CH2:15][C:4]=12>CCCC[N+](CCCC)(CCCC)CCCC.C1C=CC([Si-](F)(F)(C2C=CC=CC=2)C2C=CC=CC=2)=CC=1.COCCOC.[Cl-].[NH4+]>[CH2:15]1[C:4]2[C:5](=[N:6][CH:7]=[C:8]3[CH2:9][CH2:10][CH:11]([OH:12])[C:3]3=2)[O:13][CH2:14]1 |f:1.2,4.5|. Procedure details: To a solution of tetrabutylammonium difluorotriphenylsilicate (43.3 mg, 0.802 mmol) in 1,2-dimethoxyethane (3 mL) heated to 70° C. was added dropwise a solution of 3-[4-(trimethylsilyl)-2,3-dihydrofuro[2,3-b]pyridin-5-yl]propanal (100 mg, 0.401 mmol) in 1,2-dimethoxyethane (1 mL). After dropwise addition, the reaction solution was diluted with saturated aqueous ammonium chloride solution, and the mixture was extracted with ethyl acetate. The extract was washed with saturated brine and dried over...